Dataset: the Open Reaction Database (ORD), a public repository of structured organic reaction records. Task: describe an organic reaction: reactants, conditions, products, and yield Starting materials: Cl.NCCC1=CC=C(C=C1)CCCCCCCC(=O)OCC (ethyl 7-[4-(2-aminoethyl)-phenyl]-heptane-carboxylate hydrochloride), ClC1=CC=C(C(=O)Cl)C=C1 (4-chlorobenzoyl chloride). Product: ClC1=CC=C(C(=O)NCCC2=CC=C(C=C2)CCCCCCCC(=O)O)C=C1 (7-{4-[2-(4-chlorobenzamido)-ethyl]-phenyl}-heptane-carboxylic acid). As a reaction SMILES: Cl.[NH2:2][CH2:3][CH2:4][C:5]1[CH:10]=[CH:9][C:8]([CH2:11][CH2:12][CH2:13][CH2:14][CH2:15][CH2:16][CH2:17][C:18]([O:20]CC)=[O:19])=[CH:7][CH:6]=1.[Cl:23][C:24]1[CH:32]=[CH:31][C:27]([C:28](Cl)=[O:29])=[CH:26][CH:25]=1>>[Cl:23][C:24]1[CH:32]=[CH:31][C:27]([C:28]([NH:2][CH2:3][CH2:4][C:5]2[CH:6]=[CH:7][C:8]([CH2:11][CH2:12][CH2:13][CH2:14][CH2:15][CH2:16][CH2:17][C:18]([OH:20])=[O:19])=[CH:9][CH:10]=2)=[O:29])=[CH:26][CH:25]=1 |f:0.1|. Reported procedure: By the reaction of ethyl 7-[4-(2-aminoethyl)-phenyl]-heptane-carboxylate hydrochloride with 4-chlorobenzoyl chloride, there is obtained 7-{4-[2-(4-chlorobenzamido)-ethyl]-phenyl}-heptane-carboxylic acid; m.p. 145°-148° C., after recrystallization from diethyl ether. Starting materials: BrC=1C=CC(=C(C1)C=1OCC(N1)(C)C)OC (2-(5-bromo-2-methoxyphenyl)-4,4-dimethyl-4,5-dihydrooxazole), C1(=CC=CC=C1)CC[Mg]Br (PhCH2CH2MgBr). The solvent is C1CCOC1 (THF), C(C)OCC (diethyl ether). Run at time 18 hour. The product is BrC=1C=CC(=C(C1)C=1OCC(N1)(C)C)CCC1=CC=CC=C1 (2-(5-bromo-2-(phenethyl)phenyl)-4,4-dimethyl-4,5-dihydrooxazole). The yield is 103.1%. RXN SMILES: [Br:1][C:2]1[CH:3]=[CH:4][C:5](OC)=[C:6]([C:8]2[O:9][CH2:10][C:11]([CH3:14])([CH3:13])[N:12]=2)[CH:7]=1.[C:17]1([CH2:23][CH2:24][Mg]Br)[CH:22]=[CH:21][CH:20]=[CH:19][CH:18]=1>C1COCC1.C(OCC)C>[Br:1][C:2]1[CH:3]=[CH:4][C:5]([CH2:24][CH2:23][C:17]2[CH:22]=[CH:21][CH:20]=[CH:19][CH:18]=2)=[C:6]([C:8]2[O:9][CH2:10][C:11]([CH3:14])([CH3:13])[N:12]=2)[CH:7]=1. Reported procedure: To a solution of 2-(5-bromo-2-methoxyphenyl)-4,4-dimethyl-4,5-dihydrooxazole (31.21 g) in THF (40 ml) was added PhCH2CH2MgBr (0.22 mol) as a solution in diethyl ether (240 ml). The mixture was stirred for 18 hours, the solvents evaporated and the residue partitioned between ethyl acetate and saturated aqueous ammonium chloride. The organic layer was separated, evaporated and the resulting residue purified by MPLC eluting with dichloromethane to give 2-(5-bromo-2-(phenethyl)phenyl)-4,4-dimethyl-4... Reactants: CCI, [K+], [K+], O=C([O-])[O-], CN(C)C=O, COC(=O)c1cc(O)c2cccc(C3CC3)c2n1. Yields the product CCOc1cc(C(=O)OC)nc2c(C3CC3)cccc12. As a reaction SMILES: [CH2:25]([CH3:26])[I:27].[K+:19].[K+:20].[O-:21][C:22]([O-:23])=[O:24].[O:28]=[CH:29][N:30]([CH3:31])[CH3:32].[OH:1][c:2]1[cH:3][c:4]([C:15](=[O:16])[O:17][CH3:18])[n:5][c:6]2[c:7]([CH:12]3[CH2:13][CH2:14]3)[cH:8][cH:9][cH:10][c:11]12>>[O:1]([c:2]1[cH:3][c:4]([C:15](=[O:16])[O:17][CH3:18])[n:5][c:6]2[c:7]([CH:12]3[CH2:13][CH2:14]3)[cH:8][cH:9][cH:10][c:11]12)[CH2:25][CH3:26]. The reactants are BrC=1C=C2C=NN(C2=CC1)C=1C=NC=CC1 (5-bromo-1-pyridin-3-yl-1H-indazole), [Na] (sodium), FC(C(=O)C1=CNC2=CC=CC=C12)(F)F (2,2,2-trifluoro-1-(1H-indol-3-yl)ethanone), BrC=1C=C2C=NN(C2=CC1)C=1C=NC=CC1 (5-bromo-1-pyridin-3-yl-1H-indazole), [H-].[Na+] (NaH), [Li]CCCC (n-BuLi), FC(C(=O)C1=CNC2=CC=CC=C12)(F)F (2,2,2-trifluoro-1-(1H-indol-3-yl)ethanone). Solvent: C1CCOC1 (THF), [Cl-].[NH4+] (ammonium chloride), C1CCOC1 (THF). Run at time 1 minute. Product: FC(C(O)(C=1C=C2C=NN(C2=CC1)C=1C=NC=CC1)C1=CNC2=CC=CC=C12)(F)F (2,2,2-trifluoro-1-(1H-indol-3-yl)-1-(1-pyridin-3-yl-1H-indazol-5-yl)ethanol). Yield: 9.8%. As a reaction SMILES: [F:1][C:2]([F:15])([F:14])[C:3]([C:5]1[C:13]2[C:8](=[CH:9][CH:10]=[CH:11][CH:12]=2)[NH:7][CH:6]=1)=[O:4].[H-].[Na+].[Li]CCCC.Br[C:24]1[CH:25]=[C:26]2[C:30](=[CH:31][CH:32]=1)[N:29]([C:33]1[CH:34]=[N:35][CH:36]=[CH:37][CH:38]=1)[N:28]=[CH:27]2.[Na]>C1COCC1.[Cl-].[NH4+]>[F:15][C:2]([F:1])([F:14])[C:3]([C:5]1[C:13]2[C:8](=[CH:9][CH:10]=[CH:11][CH:12]=2)[NH:7][CH:6]=1)([C:24]1[CH:25]=[C:26]2[C:30](=[CH:31][CH:32]=1)[N:29]([C:33]1[CH:34]=[N:35][CH:36]=[CH:37][CH:38]=1)[N:28]=[CH:27]2)[OH:4] |f:1.2,7.8,^1:38|. Reported procedure: To a chilled (−78° C.) solution of 241 mg (1.13 mmol) of 2,2,2-trifluoro-1-(1H-indol-3-yl)ethanone in 5 mL of anhydrous THF was added 45 mg (1.13 mmol) of 60% NaH in mineral oil. In another flask, 452 μL (1.13 mmol) of n-BuLi was then added to a chilled (−78° C.) solution of 310 mg (1.13 mmol) of 5-bromo-1-pyridin-3-yl-1H-indazole in 10 mL of THF. After 1 minute, the sodium salt of 2,2,2-trifluoro-1-(1H-indol-3-yl)ethanone was added to the indazole anion via a cannula. After 1 hour, the mixture ... Starting materials: COC(=O)C=1N=C(C2=CC=CC=C2C1)Cl (1-chloro-isoquinoline-3-carboxylic acid methyl ester), C1(CC1)B(O)O (cyclopropylboronic acid), P(=O)([O-])([O-])[O-].[K+].[K+].[K+] (potassium phosphate). Run in O1CCOCC1 (dioxane), CCOC(=O)C (EtOAc). Reaction conditions: temperature 110 celsius, time 12 hour. Yields the product COC(=O)C=1N=C(C2=CC=CC=C2C1)C1CC1 (1-Cyclopropyl-isoquinoline-3-carboxylic acid methyl ester). Reaction SMILES: [CH3:1][O:2][C:3]([C:5]1[N:6]=[C:7](Cl)[C:8]2[C:13]([CH:14]=1)=[CH:12][CH:11]=[CH:10][CH:9]=2)=[O:4].[CH:16]1(B(O)O)[CH2:18][CH2:17]1.P([O-])([O-])([O-])=O.[K+].[K+].[K+]>O1CCOCC1.CCOC(C)=O>[CH3:1][O:2][C:3]([C:5]1[N:6]=[C:7]([CH:16]2[CH2:18][CH2:17]2)[C:8]2[C:13]([CH:14]=1)=[CH:12][CH:11]=[CH:10][CH:9]=2)=[O:4] |f:2.3.4.5|. Procedure details: A mixture of 481 mg (2.17 mmol) 1-chloro-isoquinoline-3-carboxylic acid methyl ester, 235 mg (2.74 mmol) cyclopropylboronic acid, 100 mg (0.137 mmol) 1,1′-bis(diphenyl-phosphino)ferrocenedichloropalladium(II) and 950 mg (4.47 mmol) potassium phosphate in 20 mL dioxane was stirred at 110° C. for 12 h. The mixture was diluted with EtOAc, filtered over Celite and activated carbon and concentrated in vacuo. The crude material was purified by flash chromatography (PE/EtOAc=3/1).